This data is from the Open Reaction Database (ORD), a public repository of structured organic reaction records. The task is: describe an organic reaction: reactants, conditions, products, and yield Starting materials: C1=CC=2C=CNC2C(=C1)C. The reagents and catalysts are O1B(OC(C)(C)C1(C)C)B2OC(C)(C)C(O2)(C)C, [Ni](=C1N(C=CN1C=2C(=CC(=CC2C)C)C)C=3C(=CC(=CC3C)C)C)=C4N(C=CN4C=5C(=CC(=CC5C)C)C)C=6C(=CC(=CC6C)C)C. Run in CCCCCC. Run at temperature 60 celsius, time 4 hour. The product is O1B(OC(C)(C)C1(C)C)C2=CNC3=C2C=CC=C3C. The yield is 60.0%. The reactants are C(CC)OC(=O)C1=CNC=2CCCC(C12)=O (4-oxo-4,5,6,7-tetrahydro-1H-indole-3-carboxylic acid propyl ester), [N-]=[N+]=[N-].[Na+] (NaN3), [N-]=[N+]=[N-].[Na+] (NaN3). Run in O (water), FC(C(=O)O)(F)F (trifluoroacetic acid). Product: C(CC)OC(=O)C1=CNC2=C1C(NCCC2)=O (4-oxo-1,4,5,6,7,8-hexahydro-pyrrolo[3,2-c]azepine-3-carboxylic acid propyl ester). The yield is 23.4%. RXN SMILES: [CH2:1]([O:4][C:5]([C:7]1[C:15]2[C:14](=[O:16])[CH2:13][CH2:12][CH2:11][C:10]=2[NH:9][CH:8]=1)=[O:6])[CH2:2][CH3:3].[N-:17]=[N+]=[N-].[Na+]>FC(F)(F)C(O)=O.O>[CH2:1]([O:4][C:5]([C:7]1[C:15]2[C:14](=[O:16])[NH:17][CH2:13][CH2:12][CH2:11][C:10]=2[NH:9][CH:8]=1)=[O:6])[CH2:2][CH3:3] |f:1.2|. Reported procedure: A mixture of 4-oxo-4,5,6,7-tetrahydro-1H-indole-3-carboxylic acid propyl ester (2.0 g) and NaN3 (2.0 g) in 50 mL of trifluoroacetic acid is stirred at 60-80° C. for a period of 3 days during which additional 2.5 g NaN3 of is added on first, second and third day. After diluted with water, the mixture is extracted with Ethyl acetate. The extract is washed with NaHCO3, brine and concentrated under reduced pressure. The residue is subject to a silica gel chromatography eluting with 10% MeOH in CH2Cl... Starting materials: C(C)OC(=O)C(C(=O)OCC)=CNC1=CSC=C1OC (ethyl 2-ethoxycarbonyl-3-(4-methoxy-3-thienylamino)prop-2-enoate). The solvent is C1(=CC=CC=C1)OC1=CC=CC=C1 (diphenyl ether), petroleum ether. Reaction conditions: time 20 minute. Product: COC1=CSC2=C1NC=C(C2=O)C(=O)OCC (3-Methoxy-6-ethoxycarbonylthieno[3,2-b]pyridin-7-(4H)-one). As a reaction SMILES: C(O[C:4]([C:6](=[CH:12][NH:13][C:14]1[C:18]([O:19][CH3:20])=[CH:17][S:16][CH:15]=1)[C:7]([O:9][CH2:10][CH3:11])=[O:8])=[O:5])C>C1(OC2C=CC=CC=2)C=CC=CC=1>[CH3:20][O:19][C:18]1[C:14]2[NH:13][CH:12]=[C:6]([C:7]([O:9][CH2:10][CH3:11])=[O:8])[C:4](=[O:5])[C:15]=2[S:16][CH:17]=1. Procedure: To a refluxing solution of diphenyl ether (250 ml) was added ethyl 2-ethoxycarbonyl-3-(4-methoxy-3-thienylamino)prop-2-enoate (25 g, 0.0836 mol) portionwise. On completion of the addition, refluxing was continued for a further 20 minutes. The reaction mixture was allowed to cool and then diluted with petroleum ether (b.p. 40°-60°) (400 ml) to give a dark brown solid. This was collected by filtration, washed with petroleum-ether (b.p. 40°-60°) (100 ml) and dried. The solid was recrystallized from... Reactants: CCN=C=NCCCN(C)C, CN(C)C=O, Cl, Nc1cc(F)c(F)cc1O, [Na+], O=C([O-])Cc1nc(N2CCOCC2)cc(=O)[nH]1, c1ccncc1. Yields the product O=C(Cc1nc(N2CCOCC2)cc(=O)[nH]1)Nc1cc(F)c(F)cc1O. As a reaction SMILES: [CH3:30][N:31]([CH3:32])[CH2:33][CH2:34][CH2:35][N:36]=[C:37]=[N:38][CH2:39][CH3:40].[CH3:47][N:48]([CH3:49])[CH:50]=[O:51].[ClH:29].[NH2:19][c:20]1[c:21]([OH:28])[cH:22][c:23]([F:27])[c:24]([F:26])[cH:25]1.[Na+:18].[O:1]1[CH2:2][CH2:3][N:4]([c:7]2[n:8][c:9]([CH2:14][C:15](=[O:16])[O-:17])[nH:10][c:11](=[O:13])[cH:12]2)[CH2:5][CH2:6]1.[cH:41]1[cH:42][cH:43][n:44][cH:45][cH:46]1>>[O:1]1[CH2:2][CH2:3][N:4]([c:7]2[n:8][c:9]([CH2:14][C:15](=[O:17])[NH:19][c:20]3[c:21]([OH:28])[cH:22][c:23]([F:27])[c:24]([F:26])[cH:25]3)[nH:10][c:11](=[O:13])[cH:12]2)[CH2:5][CH2:6]1. Reactants: FC12C(C=C(CCN)C=C1)OCCO2 (4-fluoro-3,4-ethylenedioxyphenethylamine), ClC=1C2=C(N=C(N1)C=1C=NC=CC1)SC=C2C (4-chloro-2-(pyridin-3-yl)-5-methyl-thieno-[2,3-d]-pyrimidine). The product is N1=CC(=CC=C1)C=1N=C(C2=C(N1)SC=C2C)NCCC2=CC1=C(C=C2)OCCO1 (2-(pyridin-3-yl)-4-(3,4-ethylenedioxyphenethylamino)-5-methyl-thieno-[2,3-d]-pyrimidine). As a reaction SMILES: F[C:2]12[O:14][CH2:13][CH2:12][O:11][CH:3]1[CH:4]=[C:5]([CH:9]=[CH:10]2)[CH2:6][CH2:7][NH2:8].Cl[C:16]1[C:17]2[C:30]([CH3:31])=[CH:29][S:28][C:18]=2[N:19]=[C:20]([C:22]2[CH:23]=[N:24][CH:25]=[CH:26][CH:27]=2)[N:21]=1>>[N:24]1[CH:25]=[CH:26][CH:27]=[C:22]([C:20]2[N:21]=[C:16]([NH:8][CH2:7][CH2:6][C:5]3[CH:9]=[CH:10][C:2]4[O:14][CH2:13][CH2:12][O:11][C:3]=4[CH:4]=3)[C:17]3[C:30]([CH3:31])=[CH:29][S:28][C:18]=3[N:19]=2)[CH:23]=1. Procedure: With the procedure of Example 1, the reaction of 4-fluoro-3,4-ethylenedioxyphenethylamine with 4-chloro-2-(pyridin-3-yl)-5-methyl-thieno-[2,3-d]-pyrimidine yields 2-(pyridin-3-yl)-4-(3,4-ethylenedioxyphenethylamino)-5-methyl-thieno-[2,3-d]-pyrimidine. The reactants are ClC1=C(C(=CC=C1)F)C1=NN(C(=N1)C1=CC(=C(C=C1)CO)Cl)C (3-(2-chloro-6-fluorophenyl)-5-(3-chloro-4-hydroxymethylphenyl) 1-methyl-1H-1,2,4-triazole), ClC1=NC=C(C=C1Cl)Cl (2,3,5-trichloropyridine), [H-].[Na+] (Sodium hydride), O (water). Solvent: COCCOC (1,2-dimethoxyethane), COCCOC (1,2-dimethoxyethane), COCCOC (1,2-dimethoxyethane). Reaction conditions: temperature -5 celsius, time 20 minute. The product is ClC=1C=C(C=CC1COC1=NC=C(C=C1Cl)Cl)C1=NC(=NN1C)C1=C(C=CC=C1F)Cl (5-[3-chloro-4-(3,5-dichloropyridine-2-yloxymethyl)phenyl]-3(2-chloro-6-fluorophenyl)-1-methyl-1H-1,2,4-triazole). Isolated yield 28.3%. RXN SMILES: [H-].[Na+].[Cl:3][C:4]1[CH:9]=[CH:8][CH:7]=[C:6]([F:10])[C:5]=1[C:11]1[N:15]=[C:14]([C:16]2[CH:21]=[CH:20][C:19]([CH2:22][OH:23])=[C:18]([Cl:24])[CH:17]=2)[N:13]([CH3:25])[N:12]=1.Cl[C:27]1[C:32]([Cl:33])=[CH:31][C:30]([Cl:34])=[CH:29][N:28]=1.O>COCCOC>[Cl:24][C:18]1[CH:17]=[C:16]([C:14]2[N:13]([CH3:25])[N:12]=[C:11]([C:5]3[C:6]([F:10])=[CH:7][CH:8]=[CH:9][C:4]=3[Cl:3])[N:15]=2)[CH:21]=[CH:20][C:19]=1[CH2:22][O:23][C:27]1[C:32]([Cl:33])=[CH:31][C:30]([Cl:34])=[CH:29][N:28]=1 |f:0.1|. Reported procedure: Sodium hydride (60%, 0.12 g) is added to 1,2-dimethoxyethane (50 ml) and a solution of 3-(2-chloro-6-fluorophenyl)-5-(3-chloro-4-hydroxymethylphenyl) 1-methyl-1H-1,2,4-triazole (1.00 g) in 1,2-dimethoxyethane (20 ml) is added dropwise thereto at -5° C. and stirred for 20 minutes. The reaction solution is added dropwise with a solution of 2,3,5-trichloropyridine (0.60 g) in 1,2-dimethoxyethane (20 ml) at -5° C. for 10 minutes with stirring. The reaction mixture is warmed to room temperature, pour... Reactants: ClC=1C=C(C=CC1Cl)N=C=O (3,4-Dichlorophenyl isocyanate), analytical material, NC=1SC2=C(N1)C(=CC(=C2Cl)Cl)SC#N (2-amino-6,7-dichloro-4-thiocyanatobenzothiazole), product. Run in CN(C=O)C (dimethylformamide). Product: ClC1=C(C2=C(N=C(S2)NC(=O)NC2=CC(=C(C=C2)Cl)Cl)C(=C1)SC#N)Cl (6,7-Dichloro-2-[3-(3,4-dichlorophenyl)ureido]-4-thiocyanatobenzothiazole). Reaction SMILES: [Cl:1][C:2]1[CH:3]=[C:4]([N:9]=[C:10]=[O:11])[CH:5]=[CH:6][C:7]=1[Cl:8].[NH2:12][C:13]1[S:14][C:15]2[C:21]([Cl:22])=[C:20]([Cl:23])[CH:19]=[C:18]([S:24][C:25]#[N:26])[C:16]=2[N:17]=1>CN(C)C=O>[Cl:23][C:20]1[CH:19]=[C:18]([S:24][C:25]#[N:26])[C:16]2[N:17]=[C:13]([NH:12][C:10]([NH:9][C:4]3[CH:5]=[CH:6][C:7]([Cl:8])=[C:2]([Cl:1])[CH:3]=3)=[O:11])[S:14][C:15]=2[C:21]=1[Cl:22]. Procedure: 3,4-Dichlorophenyl isocyanate (18.8 g., 0.10 mole) was added in portions to a solution of 27.6 g. (0.10 mole) of 2-amino-6,7-dichloro-4-thiocyanatobenzothiazole in 200 ml. of dimethylformamide. The solution was heated at 110° for 5 hours with stirring and cooled at 0° overnight. The solid was collected by filtration to give 28 g. (60%) of product. Two recrystallizations from ethanol gave 13 g. (28%) of analytical material, m.p. 313°-320° (dec.). Starting materials: O=C(O)C(Br)Cc1ccccc1, O=C([O-])[O-], CC(O)=S, [K+], [K+], [Na+], [OH-]. Product: CC(=O)SC(Cc1ccccc1)C(=O)O. RXN SMILES: [Br:1][CH:2]([C:3](=[O:4])[OH:5])[CH2:6][c:7]1[cH:8][cH:9][cH:10][cH:11][cH:12]1.[C:13](=[O:14])([O-:15])[O-:16].[C:18]([CH3:19])(=[S:20])[OH:21].[K+:17].[K+:22].[Na+:24].[OH-:23]>>[CH:2]([C:3](=[O:4])[OH:5])([CH2:6][c:7]1[cH:8][cH:9][cH:10][cH:11][cH:12]1)[S:20][C:18]([CH3:19])=[O:21]. The reactants are CCOC(=O)CCCCCBr, CC(C)=O, [I-], [Na+]. Yields the product CCOC(=O)CCCCCI. As a reaction SMILES: [Br:1][CH2:2][CH2:3][CH2:4][CH2:5][CH2:6][C:7](=[O:8])[O:9][CH2:10][CH3:11].[CH3:14][C:15](=[O:16])[CH3:17].[I-:13].[Na+:12]>>[CH2:2]([CH2:3][CH2:4][CH2:5][CH2:6][C:7](=[O:8])[O:9][CH2:10][CH3:11])[I:13]. Starting materials: OC1=C(C(=O)OC)C=CC(=C1)C#CC(C=1C=C2C(CCSC2=CC1)(C)C)O (methyl 2-hydroxy-4-[3-hydroxy-3-(4,4-dimethylthiochroman-6-yl)-1-propynyl]benzoate), [Cr](=O)(=O)([O-])O[Cr](=O)(=O)[O-].[NH+]1=CC=CC=C1.[NH+]1=CC=CC=C1 (pyridinium dichromate). Run in ClCCl (dichloromethane). Conditions: time 8 hour. Product: OC1=C(C(=O)OC)C=CC(=C1)C#CC(C=1C=C2C(CCSC2=CC1)(C)C)=O (methyl 2-hydroxy-4-[3-oxo-3-(4,4-dimethylthiochroman-6-yl)-1-propynyl]benzoate). Reaction SMILES: [OH:1][C:2]1[CH:11]=[C:10]([C:12]#[C:13][CH:14]([OH:27])[C:15]2[CH:16]=[C:17]3[C:22](=[CH:23][CH:24]=2)[S:21][CH2:20][CH2:19][C:18]3([CH3:26])[CH3:25])[CH:9]=[CH:8][C:3]=1[C:4]([O:6][CH3:7])=[O:5].[Cr](O[Cr]([O-])(=O)=O)([O-])(=O)=O.[NH+]1C=CC=CC=1.[NH+]1C=CC=CC=1>ClCCl>[OH:1][C:2]1[CH:11]=[C:10]([C:12]#[C:13][C:14](=[O:27])[C:15]2[CH:16]=[C:17]3[C:22](=[CH:23][CH:24]=2)[S:21][CH2:20][CH2:19][C:18]3([CH3:25])[CH3:26])[CH:9]=[CH:8][C:3]=1[C:4]([O:6][CH3:7])=[O:5] |f:1.2.3|. Reported procedure: 2 g (5.2 mmol) of methyl 2-hydroxy-4-[3-hydroxy-3-(4,4-dimethylthiochroman-6-yl)-1-propynyl]benzoate and 50 ml of dichloromethane were introduced into a round-bottomed flask. 2.6 g (6.9 mmol) of pyridinium dichromate were added and stirring was carried out at room temperature for 8 hours. The reaction mixture was evaporated to dryness and the residue obtained purified by chromatography on a silica column eluted with a mixture of dichloromethane and hexane (50/50). After evaporating the solvents,...